This data is from the Open Reaction Database (ORD), a public repository of structured organic reaction records. The task is: describe an organic reaction: reactants, conditions, products, and yield The reactants are BrC=1SC(=CC1CCN)Br (2,5-dibromothiophene-3-ethylamine), C1C(C2=CC=CC=C2)O1 (styrene oxide). Run in C(C)#N (acetonitrile). Yields the product OC(CNCCC1=C(SC(=C1)Br)Br)C1=CC=CC=C1 (N-(2-hydroxy-2-phenylethyl) 2,5-dibromothiophene-3-ethylamine). As a reaction SMILES: [Br:1][C:2]1[S:3][C:4]([Br:10])=[CH:5][C:6]=1[CH2:7][CH2:8][NH2:9].[CH2:11]1[O:19][CH:12]1[C:13]1[CH:18]=[CH:17][CH:16]=[CH:15][CH:14]=1>C(#N)C>[OH:19][CH:12]([C:13]1[CH:18]=[CH:17][CH:16]=[CH:15][CH:14]=1)[CH2:11][NH:9][CH2:8][CH2:7][C:6]1[CH:5]=[C:4]([Br:10])[S:3][C:2]=1[Br:1]. Procedure details: A solution of 2,5-dibromothiophene-3-ethylamine (31.6 g) and styrene oxide (13.3 g) in acetonitrile (135 ml) was heated under reflux for 24 hours. After standing at room temperature, brown crystals were filtered contaminated by traces of black tar. Recyrstallisation from acetonitrile (45 ml) with carbon treatment gave the title product (m.p. 94°) as tan crystals. Reactants: ethyl acetate petroleum ether, C(C1=CC=CC=C1)(=O)C1=C(C2=C(S1)C=CC=C2)O (2-benzoyl-benzo[b]thiophen-3-ol), P(Cl)(Cl)(Cl)(Cl)Cl (phosphorus(V) chloride), C(O)CN (ethanolamine). The product is OCCN\C(=C\1/C(C2=C(S1)C=CC=C2)=O)\C2=CC=CC=C2 ((E)-2-{[(2-Hydroxyethyl)amino]phenylmethylene}-benzo[b]-thiophen-3(2H)-one). Yield: 13.0%. Reaction SMILES: [C:1]([C:9]1[S:13][C:12]2[CH:14]=[CH:15][CH:16]=[CH:17][C:11]=2[C:10]=1[OH:18])(=O)[C:2]1[CH:7]=[CH:6][CH:5]=[CH:4][CH:3]=1.P(Cl)(Cl)(Cl)(Cl)Cl.[CH2:25]([CH2:27][NH2:28])[OH:26]>>[OH:26][CH2:25][CH2:27][NH:28]/[C:1](/[C:2]1[CH:7]=[CH:6][CH:5]=[CH:4][CH:3]=1)=[C:9]1\[C:10](=[O:18])[C:11]2[CH:17]=[CH:16][CH:15]=[CH:14][C:12]=2[S:13]\1. Reported procedure: Prepared as in Example 1 from 2-benzoyl-benzo[b]thiophen-3-ol, phosphorus(V) chloride and an aqueous 40% ethanolamine solution with a yield of 13% of theory. M.p. 122°-123° C. (ethyl acetate/petroleum ether 1:1)